Dataset: the Open Reaction Database (ORD), a public repository of structured organic reaction records. Task: describe an organic reaction: reactants, conditions, products, and yield The reactants are C(C1=CC=CC=C1)O[C@@H]1C(O)O[C@@H]([C@H]([C@@H]1OCC1=CC=CC=C1)OCC1=CC=CC=C1)COCC1=CC=CC=C1 (2,3,4,6-tetra-O-benzyl-mannopyranose), C(C)(C)(C)OC(CCl)=O (chloroacetic acid-tert-butyl ester), COC(C)(C)C (methyl-tert-butyl ether). The reagents and catalysts are [Cl-].C(CCC)[N+](CCCC)(CCCC)CCCC (tetrabutylammonium chloride). The solvent is C1(=CC=CC=C1)C (toluene), [OH-].[K+] (potassium hydroxide). Conditions: temperature 0 celsius. Yields the product C(C1=CC=CC=C1)O[C@@H]1C(OCC(=O)O)O[C@@H]([C@H]([C@@H]1OCC1=CC=CC=C1)OCC1=CC=CC=C1)COCC1=CC=CC=C1 (2,3,4,6-Tetra-O-benzyl-1-O-carboxymethyl-mannopyranose). As a reaction SMILES: [CH2:1]([O:8][C@H:9]1[C@@H:15]([O:16][CH2:17][C:18]2[CH:23]=[CH:22][CH:21]=[CH:20][CH:19]=2)[C@H:14]([O:24][CH2:25][C:26]2[CH:31]=[CH:30][CH:29]=[CH:28][CH:27]=2)[C@@H:13]([CH2:32][O:33][CH2:34][C:35]2[CH:40]=[CH:39][CH:38]=[CH:37][CH:36]=2)[O:12][CH:10]1[OH:11])[C:2]1[CH:7]=[CH:6][CH:5]=[CH:4][CH:3]=1.C([O:45][C:46](=[O:49])[CH2:47]Cl)(C)(C)C.COC(C)(C)C>[Cl-].C([N+](CCCC)(CCCC)CCCC)CCC.C1(C)C=CC=CC=1.[OH-].[K+]>[CH2:1]([O:8][C@H:9]1[C@@H:15]([O:16][CH2:17][C:18]2[CH:23]=[CH:22][CH:21]=[CH:20][CH:19]=2)[C@H:14]([O:24][CH2:25][C:26]2[CH:27]=[CH:28][CH:29]=[CH:30][CH:31]=2)[C@@H:13]([CH2:32][O:33][CH2:34][C:35]2[CH:36]=[CH:37][CH:38]=[CH:39][CH:40]=2)[O:12][CH:10]1[O:11][CH2:47][C:46]([OH:49])=[O:45])[C:2]1[CH:3]=[CH:4][CH:5]=[CH:6][CH:7]=1 |f:3.4,6.7|. Reported procedure: A mixture that consists of 54.1 g (100 mmol) of 2,3,4,6-tetra-O-benzyl-mannopyranose, 1.39 g (5 mmol) of tetrabutylammonium chloride in 350 ml of toluene and 150 ml of 50% aqueous potassium hydroxide solution is cooled to 0° C. At 0° C., 30.12 g (200 mmol) of chloroacetic acid-tert-butyl ester is added in drops over 20 minutes while being stirred vigorously. It is stirred for one hour at 10° C. 250 ml of methyl-tert-butyl ether is added, the organic phase is separated, and the aqueous phase is e... Procedure: To a solution of tert-butyl 6,6-difluoro-1-(1-methyl-4-nitro-1H-pyrazol-5-yl)azepan-4-ylcarbamate (0.96 g, 2.56 mmol) in MeOH (3 mL) was added HCl in 1,4-dioxane (4 M, 12.8 mL, 51.2 mmol) and the solution was stirred at room temperature for 16 hr. The solvents were removed under reduced pressure and the residue was dissolved in DCM (30 mL). The organic layer was washed with saturated aqueous NaHCO3 solution (30 mL), dried over Na2SO4 and the solvent removed under reduced pressure to give 6,6-dif... Reactants: FC1(CC(CCN(C1)C1=C(C=NN1C)[N+](=O)[O-])NC(OC(C)(C)C)=O)F (tert-butyl 6,6-difluoro-1-(1-methyl-4-nitro-1H-pyrazol-5-yl)azepan-4-ylcarbamate), Cl (HCl), O1CCOCC1 (1,4-dioxane). Reaction conditions: time 16 hour. Yields the product FC1(CC(CCN(C1)C1=C(C=NN1C)[N+](=O)[O-])N)F (6,6-difluoro-1-(1-methyl-4-nitro-1H-pyrazol-5-yl)azepan-4-amine). Solvent: CO (MeOH). As a reaction SMILES: [F:1][C:2]1([F:26])[CH2:8][N:7]([C:9]2[N:13]([CH3:14])[N:12]=[CH:11][C:10]=2[N+:15]([O-:17])=[O:16])[CH2:6][CH2:5][CH:4]([NH:18]C(=O)OC(C)(C)C)[CH2:3]1.Cl.O1CCOCC1>CO>[F:26][C:2]1([F:1])[CH2:8][N:7]([C:9]2[N:13]([CH3:14])[N:12]=[CH:11][C:10]=2[N+:15]([O-:17])=[O:16])[CH2:6][CH2:5][CH:4]([NH2:18])[CH2:3]1.